From a dataset of the Open Reaction Database (ORD), a public repository of structured organic reaction records. describe an organic reaction: reactants, conditions, products, and yield Starting materials: C(C=C)(=O)OC (MA), C=CC (propylene), C(=O)C=C (acrolein), C(=O)C=C (acrolein). Product: C(=O)OC (methyl formate), C(C=C)(=O)OC (MA). As a reaction SMILES: C(C=C)=O.[C:5]([O:9][CH3:10])(=[O:8])[CH:6]=[CH2:7].C=CC>>[CH:5]([O:9][CH3:10])=[O:8].[C:5]([O:9][CH3:10])(=[O:8])[CH:6]=[CH2:7]. Reported procedure: Using the activated catalyst obtained in Example 43, a reaction for producing methyl acrylate (MA) was conducted in substantially the same manner as in Example 47, except that acrolein was used instead of the methacrolein. Analysis was made with respect to the reaction mixture obtained 10 hours after the start of the reaction. As a result, it was found that the conversion of acrolein was 61.9%, the selectivity for MA was 90.5%, and the selectivity for propylene as a by-product was 1.45%, and tha... Starting materials: COC1=CC=C2C=C(NC2=C1)C=O (6-methoxyindole-2-carboxaldehyde), [Br-].C(C1=CC=CC=C1)[P+](C1=CC=CC=C1)(C1=CC=CC=C1)C1=CC=CC=C1 (benzyltriphenylphosphonium bromide). Yields the product COC1=CC=C2C=C(NC2=C1)C=CC1=CC=CC=C1 (6-Methoxy-2-[2-phenylethenyl]-1H-indole). Isolated yield 94.0%. As a reaction SMILES: [CH3:1][O:2][C:3]1[CH:11]=[C:10]2[C:6]([CH:7]=[C:8]([CH:12]=O)[NH:9]2)=[CH:5][CH:4]=1.[Br-].[CH2:15]([P+](C1C=CC=CC=1)(C1C=CC=CC=1)C1C=CC=CC=1)[C:16]1[CH:21]=[CH:20][CH:19]=[CH:18][CH:17]=1>>[CH3:1][O:2][C:3]1[CH:11]=[C:10]2[C:6]([CH:7]=[C:8]([CH:12]=[CH:15][C:16]3[CH:21]=[CH:20][CH:19]=[CH:18][CH:17]=3)[NH:9]2)=[CH:5][CH:4]=1 |f:1.2|. Procedure details: Reaction of 6-methoxyindole-2-carboxaldehyde (145) with benzyltriphenylphosphonium bromide using the procedure described in example 37 gave (146) (94%) as a white solid (mixture of E/Z isomers) which was used without further purification.